Dataset: the Open Reaction Database (ORD), a public repository of structured organic reaction records. Task: describe an organic reaction: reactants, conditions, products, and yield Starting materials: N1=CC(=CC=C1)CNC(=O)C1=C(N=C(S1)C=1NN=CC1)C (4-methyl-2-(2H-pyrazol-3-yl)-thiazole-5-carboxylic acid (pyridin-3-ylmethyl)-amide), BrCC1=CC=C(C=C1)N1N=CC=C1 (1-(4-bromomethyl-phenyl)-1H-pyrazole). Yields the product N1=CC(=CC=C1)CNC(=O)C1=C(N=C(S1)C1=NN(C=C1)CC1=CC=C(C=C1)N1N=CC=C1)C (4-methyl-2-[1-(4-pyrazol-1-yl-benzyl)-1H-pyrazol-3-yl]-thiazole-5-carboxylic acid (pyridin-3-ylmethyl)amide), solid. Isolated yield 50.0%. As a reaction SMILES: [N:1]1[CH:6]=[CH:5][CH:4]=[C:3]([CH2:7][NH:8][C:9]([C:11]2[S:15][C:14]([C:16]3[NH:17][N:18]=[CH:19][CH:20]=3)=[N:13][C:12]=2[CH3:21])=[O:10])[CH:2]=1.Br[CH2:23][C:24]1[CH:29]=[CH:28][C:27]([N:30]2[CH:34]=[CH:33][CH:32]=[N:31]2)=[CH:26][CH:25]=1>>[N:1]1[CH:6]=[CH:5][CH:4]=[C:3]([CH2:7][NH:8][C:9]([C:11]2[S:15][C:14]([C:16]3[CH:20]=[CH:19][N:18]([CH2:23][C:24]4[CH:25]=[CH:26][C:27]([N:30]5[CH:34]=[CH:33][CH:32]=[N:31]5)=[CH:28][CH:29]=4)[N:17]=3)=[N:13][C:12]=2[CH3:21])=[O:10])[CH:2]=1. Reported procedure: The title compound was prepared from 4-methyl-2-(2H-pyrazol-3-yl)-thiazole-5-carboxylic acid (pyridin-3-ylmethyl)-amide and 1-(4-bromomethyl-phenyl)-1H-pyrazole as described in Example 49 and isolated as white solid (0.075 g, 50% yield). 1H NMR (400 MHz, CDCl3) δ 8.61 (s, 1H), 8.55-8.58 (m, 1H), 7.91 (d, J=4 Hz, 1H) 7.65-7.73 (m, 4H), 7.29-7.31 (m, 1H), 7.34 (d, J=8 Hz, 2H), 7.40 (d, J=4 Hz, 1H), 6.86 (d, J=2 Hz, 1H), 6.47 (d, J=2 Hz, 1H), 6.09-6.14 (m, 1H), 5.37 (s, 2H), 4.63 (d, J=8 Hz, 2H), 2... Reactants: Clc1ncnc2c1CCN(Cc1ccccc1)C2, CC#N, Nc1ccc(C(F)(F)F)cc1, [I-], I, [Na+], O. Yields the product FC(F)(F)c1ccc(Nc2ncnc3c2CCN(Cc2ccccc2)C3)cc1. Reaction SMILES: [CH2:1]([c:2]1[cH:3][cH:4][cH:5][cH:6][cH:7]1)[N:8]1[CH2:9][c:10]2[n:11][cH:12][n:13][c:14]([Cl:18])[c:15]2[CH2:16][CH2:17]1.[CH3:34][C:35]#[N:36].[F:19][C:20]([c:21]1[cH:22][cH:23][c:24]([NH2:25])[cH:26][cH:27]1)([F:28])[F:29].[I-:33].[IH:30].[Na+:32].[OH2:31]>>[CH2:1]([c:2]1[cH:3][cH:4][cH:5][cH:6][cH:7]1)[N:8]1[CH2:9][c:10]2[n:11][cH:12][n:13][c:14]([NH:25][c:24]3[cH:23][cH:22][c:21]([C:20]([F:19])([F:28])[F:29])[cH:27][cH:26]3)[c:15]2[CH2:16][CH2:17]1.